Task: describe an organic reaction: reactants, conditions, products, and yield. Dataset: the Open Reaction Database (ORD), a public repository of structured organic reaction records The reactants are C(C)(=O)C1=CNCCC1 (3-acetyl-1,4,5,6-tetrahydropyridine), [H-].[Na+] (sodium hydride), O1CCCC1 (tetrahydrofuran), BrCC(CCCC)CC (1-bromo-2-ethyl hexane). Run in O (water). Run at time 1 hour. The product is C(C)C(CN1C=C(CCC1)C(=O)C)CCCC (Methyl 1-(2-ethylhexyl)-1,4,5,6-tetrahydro-3-pyridyl ketone). Reaction SMILES: [C:1]([C:4]1[CH2:9][CH2:8][CH2:7][NH:6][CH:5]=1)(=[O:3])[CH3:2].[H-].[Na+].O1CCCC1.Br[CH2:18][CH:19]([CH2:24][CH3:25])[CH2:20][CH2:21][CH2:22][CH3:23]>O>[CH2:24]([CH:19]([CH2:20][CH2:21][CH2:22][CH3:23])[CH2:18][N:6]1[CH2:7][CH2:8][CH2:9][C:4]([C:1]([CH3:2])=[O:3])=[CH:5]1)[CH3:25] |f:1.2|. Reported procedure: 3-acetyl-1,4,5,6-tetrahydropyridine (20.0 g, 0.16 mole) was added under nitrogen to a mixture of sodium hydride (5.76 g, 0.24 mole) and dry tetrahydrofuran (50 ml) stirring at room temperature. After one hour, 1-bromo-2-ethyl hexane (33.8 g, 0.175 mole) was added dropwise over 15 minutes and the mixture stirred overnight at room temperature. The reaction mixture was cautiously added to iced water (100 g) under nitrogen and extracted with diethyl ether (3×100 ml). The combined organic phase was d... Starting materials: C1(=CC=CC=C1)P(C1=CC=CC=C1)C1=CC=CC=C1 (triphenylphosphine), C(C)(C)(C)OC(N(CCO)CC(C=1C=NC(=CC1)Cl)O[Si](C)(C)C(C)(C)C)=O ([2-(tert-butyl-dimethyl-silanyloxy)-2-(6-chloro-pyridin-3-yl)-ethyl]-(2-hydroxy-ethyl)-carbamic acid tert-butyl ester), [N+](=O)([O-])C1=CC=C(C=C1)O (4-nitrophenol), CC(C)OC(=O)/N=N/C(=O)OC(C)C (diisopropylazodicarboxylate). The solvent is C1CCOC1 (THF), C1CCOC1 (THF). Conditions: temperature 0 celsius, time 45 minute. Product: C(C)(C)(C)OC(N(CCOC1=CC=C(C=C1)[N+](=O)[O-])CC(C=1C=NC(=CC1)Cl)O[Si](C)(C)C(C)(C)C)=O ([2-(tert-Butyl-dimethyl-silanyloxy)-2-(6-chloro-pyridin-3-yl)-ethyl]-[2-(4-nitro-phenoxy)-ethyl]-carbamic acid tert-butyl ester). Yield: 80.3%. Reaction SMILES: C1(P(C2C=CC=CC=2)C2C=CC=CC=2)C=CC=CC=1.CC(OC(/N=N/C(OC(C)C)=O)=O)C.[C:34]([O:38][C:39](=[O:61])[N:40]([CH2:44][CH:45]([O:53][Si:54]([C:57]([CH3:60])([CH3:59])[CH3:58])([CH3:56])[CH3:55])[C:46]1[CH:47]=[N:48][C:49]([Cl:52])=[CH:50][CH:51]=1)[CH2:41][CH2:42][OH:43])([CH3:37])([CH3:36])[CH3:35].[N+:62]([C:65]1[CH:70]=[CH:69][C:68](O)=[CH:67][CH:66]=1)([O-:64])=[O:63]>C1COCC1>[C:34]([O:38][C:39](=[O:61])[N:40]([CH2:44][CH:45]([O:53][Si:54]([C:57]([CH3:60])([CH3:59])[CH3:58])([CH3:55])[CH3:56])[C:46]1[CH:47]=[N:48][C:49]([Cl:52])=[CH:50][CH:51]=1)[CH2:41][CH2:42][O:43][C:68]1[CH:69]=[CH:70][C:65]([N+:62]([O-:64])=[O:63])=[CH:66][CH:67]=1)([CH3:37])([CH3:35])[CH3:36]. Procedure details: To a cooled (0° C.), stirred solution of triphenylphosphine (629 mg) in THF (6 mL) was added diisopropylazodicarboxylate (0.5 mL) dropwise and the resulting thick white slurry was stirred for 45 min. A solution of [2-(tert-butyl-dimethyl-silanyloxy)-2-(6-chloro-pyridin-3-yl)-ethyl]-(2-hydroxy-ethyl)-carbamic acid tert-butyl ester (515 mg) and 4-nitrophenol (332 mg) in THF (5 mL) was added dropwise to produce a yellow slurry. After an additional 1 h period, the cooling bath was removed and the mi... Starting materials: C(C)(C)(C)OC(=O)N1CCC(CC1)OC=1C=CC2=C(NC(CO2)=O)C1 (6-(1-(tert-butyloxycarbonyl)piperidin-4-yloxy)-4H-benzo[1,4]oxazin-3-one), Cl (hydrogen chloride). Run in ClCCl (dichloromethane). Reaction conditions: temperature 40 celsius, time 18 hour. The product is Cl.N1CCC(CC1)OC=1C=CC2=C(NC(CO2)=O)C1 (6-(4-Piperidinyloxy)-4H-benzo[1,4]oxazin-3-one, hydrochloride). Isolated yield 88.0%. Reaction SMILES: C(OC([N:8]1[CH2:13][CH2:12][CH:11]([O:14][C:15]2[CH:16]=[CH:17][C:18]3[O:23][CH2:22][C:21](=[O:24])[NH:20][C:19]=3[CH:25]=2)[CH2:10][CH2:9]1)=O)(C)(C)C.[ClH:26]>ClCCl>[ClH:26].[NH:8]1[CH2:9][CH2:10][CH:11]([O:14][C:15]2[CH:16]=[CH:17][C:18]3[O:23][CH2:22][C:21](=[O:24])[NH:20][C:19]=3[CH:25]=2)[CH2:12][CH2:13]1 |f:3.4|. Reported procedure: A mixture of 6-(1-(tert-butyloxycarbonyl)piperidin-4-yloxy)-4H-benzo[1,4]oxazin-3-one (3.78 g, 10.9 mmol), ethereal hydrogen chloride (50 mL) and dichloromethane (20 mL) was heated at 40° C. for 2 h, then allowed to stir at 20° C. for 18 h. The resulting colourless solid was collected by filtration to give the title compound (2.72 g, 88%). Reactants: ClC1=C(C=CC=C1)C1=CN=C(N=N1)NN (6-(o-chlorophenyl)-3-hydrazino--1,2,4-triazine), C(OCC)([O-])[O-] (ethyl orthoformate). Product: ClC1=C(C=CC=C1)C=1C=NC=2N(N1)C=NN2 (6-(o-Chlorophenyl)-1,2,4-triazolo[4,3-b]-1,2,4-triazine). Reaction SMILES: [Cl:1][C:2]1[CH:7]=[CH:6][CH:5]=[CH:4][C:3]=1[C:8]1[N:13]=[N:12][C:11]([NH:14][NH2:15])=[N:10][CH:9]=1.[CH:16]([O-])([O-])OCC>>[Cl:1][C:2]1[CH:7]=[CH:6][CH:5]=[CH:4][C:3]=1[C:8]1[CH:9]=[N:10][C:11]2[N:12]([CH:16]=[N:15][N:14]=2)[N:13]=1. Procedure details: A mixture of 4.45 g. of 6-(o-chlorophenyl)-3-hydrazino--1,2,4-triazine and 50 ml. of ethyl orthoformate is refluxed for 4 hours and then cooled, giving the desired product as yellow crystals, m.p. 145°-148° C.